This data is from the Open Reaction Database (ORD), a public repository of structured organic reaction records. The task is: describe an organic reaction: reactants, conditions, products, and yield Reagents/catalysts: Cl[Pd]([P](C1=CC=CC=C1)(C2=CC=CC=C2)C3=CC=CC=C3)([P](C4=CC=CC=C4)(C5=CC=CC=C5)C6=CC=CC=C6)Cl (trans-dichlorobis(triphenylphosphine)palladium(II)), Cl[Pd]([P](C1=CC=CC=C1)(C2=CC=CC=C2)C3=CC=CC=C3)([P](C4=CC=CC=C4)(C5=CC=CC=C5)C6=CC=CC=C6)Cl (trans-dichlorobis(triphenylphosphine)palladium(II)). Run in O (Water), O (Water). Product: CS(=O)(=O)C=1C=C(C=CC1)C=1SC2=C(N=C(N=C2N2CCOCC2)C=2C=NC(=NC2)N)N1 (5-(2-(3-(methylsulfonyl)phenyl)-7-morpholinothiazolo[4,5-d]pyrimidin-5-yl)pyrimidin-2-amine). As a reaction SMILES: Cl[C:2]1[N:3]=[C:4]([N:12]2[CH2:17][CH2:16][O:15][CH2:14][CH2:13]2)[C:5]2[S:10][C:9](I)=[N:8][C:6]=2[N:7]=1.[CH3:18][S:19]([C:22]1[CH:23]=[C:24](B(O)O)[CH:25]=[CH:26][CH:27]=1)(=[O:21])=[O:20].C(=O)([O-])[O-].[Na+].[Na+].[C:37](#[N:39])[CH3:38]>Cl[Pd](Cl)([P](C1C=CC=CC=1)(C1C=CC=CC=1)C1C=CC=CC=1)[P](C1C=CC=CC=1)(C1C=CC=CC=1)C1C=CC=CC=1.O>[CH3:18][S:19]([C:22]1[CH:23]=[C:24]([C:9]2[S:10][C:5]3[C:4]([N:12]4[CH2:17][CH2:16][O:15][CH2:14][CH2:13]4)=[N:3][C:2]([C:38]4[CH:37]=[N:39][C:2]([NH2:7])=[N:3][CH:4]=4)=[N:7][C:6]=3[N:8]=2)[CH:25]=[CH:26][CH:27]=1)(=[O:21])=[O:20] |f:2.3.4,^1:42,61|. Procedure: 5-Chloro-2-iodo-7-morpholinothiazolo[4,5-d]pyrimidine, 3-(methylsulfonyl)phenyl boronic acid and trans-dichlorobis(triphenylphosphine)palladium(II) (0.1 eq) were slurried with equal parts 1M sodium carbonate (3 eq) and acetonitrile. The solution was microwaved at 90° C. for 10 minutes. Water was added and the solution was filtered. The aqueous layer was dried and combined with 5-pyrimidine-2-amine boronic acid (1.2 eq), and trans-dichlorobis(triphenylphosphine)palladium(II) (0.1 eq) were slurrie... Reactants: ClC=1N=C(C2=C(N1)N=C(S2)I)N2CCOCC2 (5-Chloro-2-iodo-7-morpholinothiazolo[4,5-d]pyrimidine), C([O-])([O-])=O.[Na+].[Na+] (sodium carbonate), 5-pyrimidine-2-amine boronic acid, C(C)#N (acetonitrile), CS(=O)(=O)C=1C=C(C=CC1)B(O)O (3-(methylsulfonyl)phenyl boronic acid), C([O-])([O-])=O.[Na+].[Na+] (sodium carbonate), C(C)#N (acetonitrile). Reactants: BrC=1C=C2C(=C(C=NC2=CC1)C(C)=O)NC1CCC(CC1)N(CC)CC (1-{6-bromo-4-[4-(diethylamino)cyclohexylamino]quinolin-3-yl}ethanone), ClC=1C=C(C=CC1O)B(O)O (3-chloro-4-hydroxyphenylboronic acid). Yields the product ClC=1C=C(C=CC1O)C=1C=C2C(=C(C=NC2=CC1)C(C)=O)NC1CCC(CC1)N(CC)CC (1-{6-(3-Chloro-4-hydroxyphenyl)-4-[4-(diethylamino)cyclohexylamino]quinolin-3-yl}ethanone). Isolated yield 58.7%. As a reaction SMILES: Br[C:2]1[CH:3]=[C:4]2[C:9](=[CH:10][CH:11]=1)[N:8]=[CH:7][C:6]([C:12](=[O:14])[CH3:13])=[C:5]2[NH:15][CH:16]1[CH2:21][CH2:20][CH:19]([N:22]([CH2:25][CH3:26])[CH2:23][CH3:24])[CH2:18][CH2:17]1.[Cl:27][C:28]1[CH:29]=[C:30](B(O)O)[CH:31]=[CH:32][C:33]=1[OH:34]>>[Cl:27][C:28]1[CH:29]=[C:30]([C:2]2[CH:3]=[C:4]3[C:9](=[CH:10][CH:11]=2)[N:8]=[CH:7][C:6]([C:12](=[O:14])[CH3:13])=[C:5]3[NH:15][CH:16]2[CH2:21][CH2:20][CH:19]([N:22]([CH2:25][CH3:26])[CH2:23][CH3:24])[CH2:18][CH2:17]2)[CH:31]=[CH:32][C:33]=1[OH:34]. Procedure details: Following general procedure D, 1-{6-bromo-4-[4-(diethylamino)cyclohexylamino]quinolin-3-yl}ethanone (30 mg, 0.072 mmol) was reacted with 3-chloro-4-hydroxyphenylboronic acid (34 mg, 0.200 mmol) to afford the desired product (19.7 mg, 59%) as a yellow-brown solid: 1H NMR (500 MHz, CD3OD) δ 8.95 (s, 1H), 8.34 (d, J=1.8 Hz, 1H), 8.02 (dd, J=8.7, 1.9 Hz, 1H), 7.91 (d, J=8.7 Hz, 1H), 7.71 (d, J=2.3 Hz, 1H), 7.53 (dd, J=8.4, 2.3 Hz, 1H), 7.06 (d, J=8.4 Hz, 1H), 4.31 (s, 1H), 3.52-3.43 (m, 1H), 3.22 (q... Starting materials: OC1(CCN(CC1)CC1CN(C(O1)=O)C1=CC=C(C=C1)OC)C1=CC2=C(C=C1)OCO2 (5-[4-hydroxy-4-(3,4-methylenedioxyphenyl)piperidinomethyl]-3-p-methoxyphenyloxazolidin-2-one). Run in ClCCCl (1,2-dichloroethane), ClCCCl (1,2-dichloroethane). Conditions: time 30 minute. Yields the product OC1(CCN(CC1)CC1CN(C(O1)=O)C1=CC=C(C=C1)O)C1=CC2=C(C=C1)OCO2 (5-[4-hydroxy-4-(3,4-methylenedioxyphenyl)piperidinomethyl]-3-p-hydroxyphenyloxazolidin-2-one). As a reaction SMILES: [OH:1][C:2]1([C:23]2[CH:28]=[CH:27][C:26]3[O:29][CH2:30][O:31][C:25]=3[CH:24]=2)[CH2:7][CH2:6][N:5]([CH2:8][CH:9]2[O:13][C:12](=[O:14])[N:11]([C:15]3[CH:20]=[CH:19][C:18]([O:21]C)=[CH:17][CH:16]=3)[CH2:10]2)[CH2:4][CH2:3]1>ClCCCl>[OH:1][C:2]1([C:23]2[CH:28]=[CH:27][C:26]3[O:29][CH2:30][O:31][C:25]=3[CH:24]=2)[CH2:7][CH2:6][N:5]([CH2:8][CH:9]2[O:13][C:12](=[O:14])[N:11]([C:15]3[CH:20]=[CH:19][C:18]([OH:21])=[CH:17][CH:16]=3)[CH2:10]2)[CH2:4][CH2:3]1. Reported procedure: A suspension of 3.8 g of 5-[4-hydroxy-4-(3,4-methylenedioxyphenyl)piperidinomethyl]-3-p-methoxyphenyloxazolidin-2-one in 50 ml of 1,2-dichloroethane is added dropwise to a boiling solution of 15.6 g of dimethyl sulphide/boron tribromide complex in 50 ml of 1,2-dichloroethane, the mixture is boiled for another 30 minutes, worked up as usual, to give 5-[4-hydroxy-4-(3,4-methylenedioxyphenyl)piperidinomethyl]-3-p-hydroxyphenyloxazolidin-2-one. The reactants are C(C)(C)N(C(C)C)CC (N,N-diisopropylethylamine), C(C)#N (acetonitrile), COC=1C=C(CN2C(C(CC2)(CCOS(=O)(=O)C)CC2=CC=C(C=C2)C(F)(F)F)=O)C=C(C1OC)OC (1-(3,4,5-trimethoxybenzyl)-3-(4-(trifluoromethyl)phenylmethyl)-3-(2-methanesulfonyloxyethyl)-2-oxopyrrolidine), I.C(C)OCCN1C(=NC2=C1C=CC=C2)N2CCNCCC2 (4-(1-(2-ethoxyethyl)-1H-benzimidazol-2-yl)[1,4]diazepane hydriodic acid salt). The solvent is ClCCl (dichloromethane), CO.C(C)(=O)OCC (methanol ethyl acetate). Run at time 12 hour. The product is N (ammonia), COC=1C=C(CN2C(C(CC2)(CC2=CC=C(C=C2)C(F)(F)F)CCN2CCN(CCC2)C2=NC3=C(N2CCOCC)C=CC=C3)=O)C=C(C1OC)OC (1-(3,4,5-Trimethoxybenzyl)-3-(2-(4-(1-(2-ethoxyethyl)-1H-benzimidazol-2-yl)[1,4]diazepan-1-yl)ethyl)-3-(4-(trifluoromethyl)phenylmethyl)-2-oxopyrrolidine). Isolated yield 0.5%. As a reaction SMILES: [CH3:1][O:2][C:3]1[CH:4]=[C:5]([CH:31]=[C:32]([O:36][CH3:37])[C:33]=1[O:34][CH3:35])[CH2:6][N:7]1[CH2:11][CH2:10][C:9]([CH2:19][C:20]2[CH:25]=[CH:24][C:23]([C:26]([F:29])([F:28])[F:27])=[CH:22][CH:21]=2)([CH2:12][CH2:13]OS(C)(=O)=O)[C:8]1=[O:30].I.[CH2:39]([O:41][CH2:42][CH2:43][N:44]1[C:48]2[CH:49]=[CH:50][CH:51]=[CH:52][C:47]=2[N:46]=[C:45]1[N:53]1[CH2:59][CH2:58][CH2:57][NH:56][CH2:55][CH2:54]1)[CH3:40].C(N(CC)C(C)C)(C)C.C(#N)C>ClCCl.CO.C(OCC)(=O)C>[NH3:7].[CH3:1][O:2][C:3]1[CH:4]=[C:5]([CH:31]=[C:32]([O:36][CH3:37])[C:33]=1[O:34][CH3:35])[CH2:6][N:7]1[CH2:11][CH2:10][C:9]([CH2:12][CH2:13][N:56]2[CH2:57][CH2:58][CH2:59][N:53]([C:45]3[N:44]([CH2:43][CH2:42][O:41][CH2:39][CH3:40])[C:48]4[CH:49]=[CH:50][CH:51]=[CH:52][C:47]=4[N:46]=3)[CH2:54][CH2:55]2)([CH2:19][C:20]2[CH:21]=[CH:22][C:23]([C:26]([F:29])([F:27])[F:28])=[CH:24][CH:25]=2)[C:8]1=[O:30] |f:1.2,6.7|. Procedure details: Combine 1-(3,4,5-trimethoxybenzyl)-3-(4-(trifluoromethyl)phenylmethyl)-3-(2-methanesulfonyloxyethyl)-2-oxopyrrolidine (0.54 g, 0.99 mmol), 4-(1-(2-ethoxyethyl)-1H-benzimidazol-2-yl)[1,4]diazepane hydriodic acid salt (0.54 g, 0.99 mmol), and N,N-diisopropylethylamine (0.5 g, 3.94 mmol) and acetonitrile (10 mL). Heat to reflux. After 12 hours, cool to ambient temperature, dilute with dichloromethane and extract twice with water. Dry the organic layer over Na2SO4, filter, and evaporate in vacuo to ... The reactants are CC[SiH](CC)CC, CCCCCCCCc1ccc2c(c1)CCC(C(NC(C)=O)(C(=O)OCC)C(=O)OCC)C2=O, ClCCl. Yields the product CCCCCCCCc1ccc2c(c1)CCC(C(NC(C)=O)(C(=O)OCC)C(=O)OCC)C2. RXN SMILES: [CH2:1]([SiH:2]([CH2:3][CH3:4])[CH2:5][CH3:6])[CH3:7].[CH2:8]([CH3:9])[O:10][C:11]([C:12]([C:13](=[O:14])[O:15][CH2:16][CH3:17])([CH:18]1[C:19](=[O:36])[c:20]2[cH:21][cH:22][c:23]([CH2:28][CH2:29][CH2:30][CH2:31][CH2:32][CH2:33][CH2:34][CH3:35])[cH:24][c:25]2[CH2:26][CH2:27]1)[NH:37][C:38]([CH3:39])=[O:40])=[O:41].[Cl:42][CH2:43][Cl:44]>>[CH2:8]([CH3:9])[O:10][C:11]([C:12]([C:13](=[O:14])[O:15][CH2:16][CH3:17])([CH:18]1[CH2:19][c:20]2[cH:21][cH:22][c:23]([CH2:28][CH2:29][CH2:30][CH2:31][CH2:32][CH2:33][CH2:34][CH3:35])[cH:24][c:25]2[CH2:26][CH2:27]1)[NH:37][C:38]([CH3:39])=[O:40])=[O:41]. Reactants: COC1=CC=C(CN(C2=NC=C(C=N2)C=2C3=C(N=C(N2)N2CCOCC2)N(CC3)C3=CC=C(C(=O)O)C=C3)CC3=CC=C(C=C3)OC)C=C1 (4-(4-{2-[bis-(4-methoxy-benzyl)-amino]-pyrimidin-5-yl}-2-morpholin-4-yl-5,6-dihydro-pyrrolo[2,3-d]pyrimidin-7-yl)-benzoic acid), CCN(C(C)C)C(C)C (Hunig's base), C1=CC=C2C(=C1)N=NN2O.O (HOBt monohydrate), CCN=C=NCCCN(C)C.Cl (WSC hydrochloride), [Cl-].[NH4+] (ammonium chloride). The solvent is O (water), CN(C=O)C (dimethylformamide). Conditions: temperature 80 celsius, time 3 hour. The product is NC1=NC=C(C=N1)C=1C2=C(N=C(N1)N1CCOCC1)N(CC2)C2=CC=C(C(=O)N)C=C2 (4-[4-(2-Amino-pyrimidin-5-yl)-2-morpholin-4-yl-5,6-dihydro-pyrrolo[2,3-d]pyrimidin-7-yl]-benzamide). Reaction SMILES: COC1C=CC(C[N:8](CC2C=CC(OC)=CC=2)[C:9]2[N:14]=[CH:13][C:12]([C:15]3[C:16]4[CH2:29][CH2:28][N:27]([C:30]5[CH:38]=[CH:37][C:33]([C:34](O)=[O:35])=[CH:32][CH:31]=5)[C:17]=4[N:18]=[C:19]([N:21]4[CH2:26][CH2:25][O:24][CH2:23][CH2:22]4)[N:20]=3)=[CH:11][N:10]=2)=CC=1.CC[N:52](C(C)C)C(C)C.C1C=C2N=NN(O)C2=CC=1.O.CCN=C=NCCCN(C)C.Cl.[Cl-].[NH4+]>CN(C)C=O.O>[NH2:8][C:9]1[N:14]=[CH:13][C:12]([C:15]2[C:16]3[CH2:29][CH2:28][N:27]([C:30]4[CH:31]=[CH:32][C:33]([C:34]([NH2:52])=[O:35])=[CH:37][CH:38]=4)[C:17]=3[N:18]=[C:19]([N:21]3[CH2:22][CH2:23][O:24][CH2:25][CH2:26]3)[N:20]=2)=[CH:11][N:10]=1 |f:2.3,4.5,6.7|. Procedure: To a solution of 4-(4-{2-[bis-(4-methoxy-benzyl)-amino]-pyrimidin-5-yl}-2-morpholin-4-yl-5,6-dihydro-pyrrolo[2,3-d]pyrimidin-7-yl)-benzoic acid (30 mg, 0.0468 mmol) obtained in Example 1-D-09 in dimethylformamide (1 ml), Hunig's base (41 μl, 0.234 mmol), HOBt monohydrate (8.3 mg, 0.0468 mmol), WSC hydrochloride (17.6 mg, 0.0702 mmol) and ammonium chloride (5.0 mg, 0.0936 mmol) were added, followed by stirring at 80° C. for 3 hours. To this, water (5 ml) was added, and the solid was filtered off.... Reactants: Cc1nc2c(cc1O)CC1CN(C(=O)OC(C)(C)C)CC(C)N21, CI, CN(C)C=O, CCOC(C)=O, [H-], [Na+]. Yields the product COc1cc2c(nc1C)N1C(C)CN(C(=O)OC(C)(C)C)CC1C2. Reaction SMILES: [C:1]([CH3:2])([CH3:3])([CH3:4])[O:5][C:6](=[O:7])[N:8]1[CH2:9][CH:10]2[CH2:11][c:12]3[cH:13][c:14]([OH:23])[c:15]([CH3:22])[n:16][c:17]3[N:18]2[CH:19]([CH3:21])[CH2:20]1.[CH3:26][I:27].[CH3:28][N:29]([CH3:30])[CH:31]=[O:32].[CH3:33][CH2:34][O:35][C:36](=[O:37])[CH3:38].[H-:24].[Na+:25]>>[C:1]([CH3:2])([CH3:3])([CH3:4])[O:5][C:6](=[O:7])[N:8]1[CH2:9][CH:10]2[CH2:11][c:12]3[cH:13][c:14]([O:23][CH3:26])[c:15]([CH3:22])[n:16][c:17]3[N:18]2[CH:19]([CH3:21])[CH2:20]1.